describe an organic reaction: reactants, conditions, products, and yield From a dataset of the Open Reaction Database (ORD), a public repository of structured organic reaction records. Reactants: CCOC(=O)C(=O)c1cc(Br)ccc1F, CC(C)(C)S(N)=O, CCOC(C)=O, CC[O-], CC[O-], CC[O-], CC[O-], C1CCOC1, O, [Ti+4]. Yields the product CCOC(=O)C(=NS(=O)C(C)(C)C)c1cc(Br)ccc1F. As a reaction SMILES: [CH2:8]([CH3:9])[O:10][C:11]([C:12](=[O:13])[c:14]1[c:15]([F:21])[cH:16][cH:17][c:18]([Br:20])[cH:19]1)=[O:22].[CH3:1][C:2]([CH3:3])([CH3:4])[S:5](=[O:6])[NH2:7].[CH3:29][CH2:30][O:31][C:32](=[O:33])[CH3:34].[CH3:35][CH2:36][O-:37].[CH3:39][CH2:40][O-:41].[CH3:42][CH2:43][O-:44].[CH3:45][CH2:46][O-:47].[O:24]1[CH2:25][CH2:26][CH2:27][CH2:28]1.[OH2:23].[Ti+4:38]>>[CH3:1][C:2]([CH3:3])([CH3:4])[S:5](=[O:6])[N:7]=[C:12]([C:11]([O:10][CH2:8][CH3:9])=[O:22])[c:14]1[c:15]([F:21])[cH:16][cH:17][c:18]([Br:20])[cH:19]1.